From a dataset of the Open Reaction Database (ORD), a public repository of structured organic reaction records. describe an organic reaction: reactants, conditions, products, and yield The reactants are [Br-], COCCn1c(-c2ccc(C(C)C)cc2)nc2c(Br)c(C=O)cc(OC)c21, COc1ccccc1[Mg+]. The product is COCCn1c(-c2ccc(C(C)C)cc2)nc2c(Br)c(C(O)c3ccccc3OC)cc(OC)c21. Reaction SMILES: [Br-:28].[Br:1][c:2]1[c:3]([CH:26]=[O:27])[cH:4][c:5]([O:24][CH3:25])[c:6]2[n:7]([CH2:20][CH2:21][O:22][CH3:23])[c:8](-[c:11]3[cH:12][cH:13][c:14]([CH:17]([CH3:18])[CH3:19])[cH:15][cH:16]3)[n:9][c:10]12.[CH3:29][O:30][c:31]1[c:32]([Mg+:37])[cH:33][cH:34][cH:35][cH:36]1>>[Br:1][c:2]1[c:3]([CH:26]([OH:27])[c:32]2[c:31]([O:30][CH3:29])[cH:36][cH:35][cH:34][cH:33]2)[cH:4][c:5]([O:24][CH3:25])[c:6]2[n:7]([CH2:20][CH2:21][O:22][CH3:23])[c:8](-[c:11]3[cH:12][cH:13][c:14]([CH:17]([CH3:18])[CH3:19])[cH:15][cH:16]3)[n:9][c:10]12. RXN SMILES: [CH3:32][S:33]([Cl:34])(=[O:35])=[O:36].[CH:23]([N:24]([CH2:25][CH3:26])[CH:27]([CH3:28])[CH3:29])([CH3:30])[CH3:31].[Cl:37][CH2:38][Cl:39].[c:1]1([CH:7]([OH:8])[CH:9]2[O:10][CH2:11][CH2:12][N:13]([CH:15]([CH3:16])[c:17]3[cH:18][cH:19][cH:20][cH:21][cH:22]3)[CH2:14]2)[cH:2][cH:3][cH:4][cH:5][cH:6]1>>[c:1]1([CH:7]([O:8][S:33]([CH3:32])(=[O:35])=[O:36])[CH:9]2[O:10][CH2:11][CH2:12][N:13]([CH:15]([CH3:16])[c:17]3[cH:18][cH:19][cH:20][cH:21][cH:22]3)[CH2:14]2)[cH:2][cH:3][cH:4][cH:5][cH:6]1. Yields the product CC(c1ccccc1)N1CCOC(C(OS(C)(=O)=O)c2ccccc2)C1. Starting materials: CS(=O)(=O)Cl, CCN(C(C)C)C(C)C, ClCCl, CC(c1ccccc1)N1CCOC(C(O)c2ccccc2)C1. Starting materials: Nc1nc2nc(SCc3ccccc3)nc(Cl)c2s1, NC(CO)CO. The product is Nc1nc2nc(SCc3ccccc3)nc(NC(CO)CO)c2s1. As a reaction SMILES: [Cl:1][c:2]1[c:3]2[c:4]([n:5][c:6]([S:8][CH2:9][c:10]3[cH:11][cH:12][cH:13][cH:14][cH:15]3)[n:7]1)[n:16][c:17]([NH2:19])[s:18]2.[NH2:20][CH:21]([CH2:22][OH:23])[CH2:24][OH:25]>>[c:2]1([NH:20][CH:21]([CH2:22][OH:23])[CH2:24][OH:25])[c:3]2[c:4]([n:5][c:6]([S:8][CH2:9][c:10]3[cH:11][cH:12][cH:13][cH:14][cH:15]3)[n:7]1)[n:16][c:17]([NH2:19])[s:18]2. RXN SMILES: Br[CH2:2][CH2:3][CH2:4][CH2:5][CH2:6][CH2:7][C:8]#[N:9].C[N+]([O-:14])(C)C>>[O:14]=[CH:2][CH2:3][CH2:4][CH2:5][CH2:6][CH2:7][C:8]#[N:9]. Reported procedure: 7-bromoheptanenitrile and trimethylamine oxide were processed using the method described in Example 137A to afford the title compound. MS (ESI+) m/z 143 (M+NH4)+. Starting materials: BrCCCCCCC#N (7-bromoheptanenitrile), C[N+](C)(C)[O-] (trimethylamine oxide). The product is O=CCCCCCC#N (7-oxoheptanenitrile). Reaction SMILES: Br[C:2]([Br:5])(Br)Br.[C:6]([O:9][CH2:10][C@@H:11]1[CH2:16][CH:15]=[CH:14][CH2:13][C@@H:12]1CO)(=[O:8])[CH3:7].C1(P(C2C=CC=CC=2)C2C=CC=CC=2)C=CC=CC=1>ClCCl>[C:6]([O:9][CH2:10][C@@H:11]1[CH2:12][CH:13]=[CH:14][CH2:15][C@@H:16]1[CH2:2][Br:5])(=[O:8])[CH3:7]. Reactants: BrC(Br)(Br)Br (tetrabromomethane), C(C)(=O)OC[C@H]1[C@H](CC=CC1)CO (1(R)-acetoxymethyl-2(S)-hydroxymethylcyclohex-4-ene), C1(=CC=CC=C1)P(C1=CC=CC=C1)C1=CC=CC=C1 (triphenylphosphine). Run at time 4 day. Procedure details: To a solution of dichloromethane (20 mL), tetrabromomethane (1.5 eq) and 1(R)-acetoxymethyl-2(S)-hydroxymethylcyclohex-4-ene (6.8 mmol) was added a solution of triphenylphosphine (1.2 eq) in dichloromethane (5 mL) and the reaction stirred in the dark for four days. The reaction was concentrated to a dark oil and triturated with ether. The solid was filtered and the filtrate concentrated and purified by silica gel chromatography to yield the desired compound as a colorless oil. 1HNMR (500 mHz), C... Yields the product C(C)(=O)OC[C@H]1[C@H](CC=CC1)CBr (1(R)-acetoxymethyl-2(S)-bromomethylcyclohex-4-ene). The solvent is ClCCl (dichloromethane), ClCCl (dichloromethane). Reactants: O[C@@H](CN1C=C(C=CC1=O)C(=O)OC)C ((R)-methyl 1-(2-hydroxypropyl)-6-oxo-1,6-dihydropyridine-3-carboxylate), [OH-].[Na+] (sodium hydroxide), Cl (HCl). Solvent: O1CCOCC1 (1,4-dioxane), CO (MeOH). Run at temperature 23 celsius, time 20 hour. The product is O[C@@H](CN1C=C(C=CC1=O)C(=O)O)C ((R)-1-(2-hydroxypropyl)-6-oxo-1,6-dihydropyridine-3-carboxylic acid). As a reaction SMILES: [OH:1][C@H:2]([CH3:15])[CH2:3][N:4]1[C:9](=[O:10])[CH:8]=[CH:7][C:6]([C:11]([O:13]C)=[O:12])=[CH:5]1.[OH-].[Na+].Cl>O1CCOCC1.CO>[OH:1][C@H:2]([CH3:15])[CH2:3][N:4]1[C:9](=[O:10])[CH:8]=[CH:7][C:6]([C:11]([OH:13])=[O:12])=[CH:5]1 |f:1.2|. Reported procedure: A solution of (R)-methyl 1-(2-hydroxypropyl)-6-oxo-1,6-dihydropyridine-3-carboxylate (508 mg, 2.405 mmol) in 1,4-dioxane (12 mL) and MeOH (4.00 mL) was treated with aqueous sodium hydroxide, 5.0 M (0.962 mL, 4.81 mmol). The reaction was stirred at 23° C. After 20 h, the reaction was neutralized to pH=6.0 with 2 N HCl, and concentrated in vacuo. The residue was azeotroped with toluene (3×10 mL), suspended in a 1:1 MeOH:DCM solution (25 mL), and the white NaCl residue was removed by filtration. Th...